This data is from the Open Reaction Database (ORD), a public repository of structured organic reaction records. The task is: describe an organic reaction: reactants, conditions, products, and yield The reactants are N (ammonia), 11, COC(=O)P(OCC=C)(OCC=C)=O (diallyl methoxycarbonylphosphonate). Solvent: O1CCCC1 (tetrahydrofuran). Reaction conditions: temperature 35 celsius. The product is C(N)(=O)P(OCC=C)(OCC=C)=O (diallyl carbamoylphosphonate). As a reaction SMILES: [NH3:1].C[O:3][C:4]([P:6](=[O:15])([O:11][CH2:12][CH:13]=[CH2:14])[O:7][CH2:8][CH:9]=[CH2:10])=O>O1CCCC1>[C:4]([P:6](=[O:15])([O:11][CH2:12][CH:13]=[CH2:14])[O:7][CH2:8][CH:9]=[CH2:10])(=[O:3])[NH2:1]. Procedure details: A slight excess (5-10%) of gaseous ammonia is introduced into a stirring mixture of 11 parts of diallyl methoxycarbonylphosphonate (from triallyl phosphite and methyl chloroformate) and 200 parts of tetrahydrofuran. The temperature increases from 25° to 28° C. spontaneously. The mixture is then heated to 35° C. and maintained at this temperature for 2 hours. The slightly hazy solution is filtered, and solvent is removed from the filtrate at 50° C. under reduced pressure (15 mm.). The residual so... The reactants are C(C)OC(=O)C1(CC1)C1=CC=C(C=C1)C1=CC=C(C=C1)C1=C(C(=NO1)C)CCC(=O)O (1-{4′-[4-(2-carboxy-ethyl)-3-methyl-isoxazol-5-yl]-biphenyl-4-yl}-cyclopropanecarboxylic acid ethyl ester), NC1=CC=CC=C1 (aniline). Product: C(C)OC(=O)C1(CC1)C1=CC=C(C=C1)C1=CC=C(C=C1)C1=C(C(=NO1)C)CCC(NC1=CC=CC=C1)=O (1-{4′-[3-Methyl-4-(2-phenylcarbamoyl-ethyl)-isoxazol-5-yl]-biphenyl-4-yl}-cyclopropanecarboxylic acid ethyl ester). As a reaction SMILES: [CH2:1]([O:3][C:4]([C:6]1([C:9]2[CH:14]=[CH:13][C:12]([C:15]3[CH:20]=[CH:19][C:18]([C:21]4[O:25][N:24]=[C:23]([CH3:26])[C:22]=4[CH2:27][CH2:28][C:29](O)=[O:30])=[CH:17][CH:16]=3)=[CH:11][CH:10]=2)[CH2:8][CH2:7]1)=[O:5])[CH3:2].[NH2:32][C:33]1[CH:38]=[CH:37][CH:36]=[CH:35][CH:34]=1>>[CH2:1]([O:3][C:4]([C:6]1([C:9]2[CH:10]=[CH:11][C:12]([C:15]3[CH:20]=[CH:19][C:18]([C:21]4[O:25][N:24]=[C:23]([CH3:26])[C:22]=4[CH2:27][CH2:28][C:29](=[O:30])[NH:32][C:33]4[CH:38]=[CH:37][CH:36]=[CH:35][CH:34]=4)=[CH:17][CH:16]=3)=[CH:13][CH:14]=2)[CH2:7][CH2:8]1)=[O:5])[CH3:2]. Reported procedure: Prepared according to the procedure described in Example 33, Step 4, using 1-{4′-[4-(2-carboxy-ethyl)-3-methyl-isoxazol-5-yl]-biphenyl-4-yl}-cyclopropanecarboxylic acid ethyl ester and aniline. Starting materials: ClCCl, COc1cc(C=CC(=O)NC2CCC(C)CC2)ccc1OCC(=O)O, CCN(C(C)C)C(C)C, CCCCCI. Product: CCCCCOC(=O)COc1ccc(C=CC(=O)NC2CCC(C)CC2)cc1OC. Reaction SMILES: [CH2:41]([Cl:42])[Cl:43].[CH3:16][CH:17]1[CH2:18][CH2:19][CH:20]([NH:23][C:24]([CH:25]=[CH:26][c:27]2[cH:28][c:29]([O:38][CH3:39])[c:30]([O:33][CH2:34][C:35](=[O:36])[OH:37])[cH:31][cH:32]2)=[O:40])[CH2:21][CH2:22]1.[CH:1]([N:2]([CH:3]([CH3:4])[CH3:5])[CH2:6][CH3:7])([CH3:8])[CH3:9].[I:10][CH2:11][CH2:12][CH2:13][CH2:14][CH3:15]>>[CH2:11]([CH2:12][CH2:13][CH2:14][CH3:15])[O:37][C:35]([CH2:34][O:33][c:30]1[c:29]([O:38][CH3:39])[cH:28][c:27]([CH:26]=[CH:25][C:24]([NH:23][CH:20]2[CH2:19][CH2:18][CH:17]([CH3:16])[CH2:22][CH2:21]2)=[O:40])[cH:32][cH:31]1)=[O:36]. Yields the product O=C(c1cc(-c2ccccc2)c(=O)n(-c2ccccc2)c1)c1ccccn1. Starting materials: O=C([O-])[O-], CN(C)C=O, CCOC(C)=O, [Cs+], [Cs+], OB(O)c1ccccc1, O=C(c1cc(Br)c(=O)n(-c2ccccc2)c1)c1ccccn1. RXN SMILES: [C:32](=[O:33])([O-:34])[O-:35].[CH3:38][N:39]([CH3:40])[CH:41]=[O:42].[CH3:43][CH2:44][O:45][C:46](=[O:47])[CH3:48].[Cs+:36].[Cs+:37].[OH:23][B:24]([OH:25])[c:26]1[cH:27][cH:28][cH:29][cH:30][cH:31]1.[n:1]1[c:2]([C:7](=[O:8])[c:9]2[cH:10][c:11]([Br:22])[c:12](=[O:21])[n:13](-[c:15]3[cH:16][cH:17][cH:18][cH:19][cH:20]3)[cH:14]2)[cH:3][cH:4][cH:5][cH:6]1>>[n:1]1[c:2]([C:7](=[O:8])[c:9]2[cH:10][c:11](-[c:26]3[cH:27][cH:28][cH:29][cH:30][cH:31]3)[c:12](=[O:21])[n:13](-[c:15]3[cH:16][cH:17][cH:18][cH:19][cH:20]3)[cH:14]2)[cH:3][cH:4][cH:5][cH:6]1. The reactants are COc1ccc(-c2nc3cc(Br)ccc3o2)cc1[N+](=O)[O-], OB(O)c1cc2ccccc2s1. Yields the product COc1ccc(-c2nc3cc(-c4cc5ccccc5s4)ccc3o2)cc1[N+](=O)[O-]. Reaction SMILES: [N+:1](=[O:2])([O-:3])[c:4]1[cH:5][c:6](-[c:12]2[o:13][c:14]3[c:15]([n:16]2)[cH:17][c:18]([Br:21])[cH:19][cH:20]3)[cH:7][cH:8][c:9]1[O:10][CH3:11].[s:22]1[c:23]([B:31]([OH:32])[OH:33])[cH:24][c:25]2[c:26]1[cH:27][cH:28][cH:29][cH:30]2>>[N+:1](=[O:2])([O-:3])[c:4]1[cH:5][c:6](-[c:12]2[o:13][c:14]3[c:15]([n:16]2)[cH:17][c:18](-[c:23]2[s:22][c:26]4[c:25]([cH:24]2)[cH:30][cH:29][cH:28][cH:27]4)[cH:19][cH:20]3)[cH:7][cH:8][c:9]1[O:10][CH3:11]. Starting materials: CC1=NC(=NC=C1)N1CC2CNCC2C1 (2-(4-Methyl-pyrimidin-2-yl)-octahydro-pyrrolo[3,4-c]pyrrole), COC1=C(C(=O)O)C=CC=C1 (2-methoxybenzoic acid). The product is COC1=C(C=CC=C1)C(=O)N1CC2CN(CC2C1)C1=NC=CC(=N1)C ((2-Methoxy-phenyl)-[5-(4-methyl-pyrimidin-2-yl)-hexahydro-pyrrolo[3,4-c]pyrrol-2-yl]-methanone). As a reaction SMILES: [CH3:1][C:2]1[CH:7]=[CH:6][N:5]=[C:4]([N:8]2[CH2:15][CH:14]3[CH:10]([CH2:11][NH:12][CH2:13]3)[CH2:9]2)[N:3]=1.[CH3:16][O:17][C:18]1[CH:26]=[CH:25][CH:24]=[CH:23][C:19]=1[C:20](O)=[O:21]>>[CH3:16][O:17][C:18]1[CH:26]=[CH:25][CH:24]=[CH:23][C:19]=1[C:20]([N:12]1[CH2:13][CH:14]2[CH:10]([CH2:9][N:8]([C:4]3[N:3]=[C:2]([CH3:1])[CH:7]=[CH:6][N:5]=3)[CH2:15]2)[CH2:11]1)=[O:21]. Reported procedure: The title compound was prepared in a manner analogous to Example 15 utilizing Intermediate 27 and 2-methoxybenzoic acid. MS (ESI): mass calculated for C19H22N4O2, 338.41; m/z found 339.3 [M+H]+. The reactants are CCNCC, ClCCl, COc1ccc(C(=O)N2CCCc3cc(C4=NN(C(=O)OCCCl)C(=O)SC4C)ccc32)cc1OC, c1ccncc1. Product: CCN(CC)CCOC(=O)N1N=C(c2ccc3c(c2)CCCN3C(=O)c2ccc(OC)c(OC)c2)C(C)SC1=O. As a reaction SMILES: [CH2:1]([CH3:2])[NH:3][CH2:4][CH3:5].[Cl:48][CH2:49][Cl:50].[Cl:6][CH2:7][CH2:8][O:9][C:10](=[O:11])[N:12]1[C:13](=[O:41])[S:14][CH:15]([CH3:40])[C:16]([c:18]2[cH:19][c:20]3[c:25]([cH:26][cH:27]2)[N:24]([C:28]([c:29]2[cH:30][c:31]([O:37][CH3:38])[c:32]([O:35][CH3:36])[cH:33][cH:34]2)=[O:39])[CH2:23][CH2:22][CH2:21]3)=[N:17]1.[cH:42]1[cH:43][cH:44][n:45][cH:46][cH:47]1>>[CH2:1]([CH3:2])[N:3]([CH2:4][CH3:5])[CH2:7][CH2:8][O:9][C:10](=[O:11])[N:12]1[C:13](=[O:41])[S:14][CH:15]([CH3:40])[C:16]([c:18]2[cH:19][c:20]3[c:25]([cH:26][cH:27]2)[N:24]([C:28]([c:29]2[cH:30][c:31]([O:37][CH3:38])[c:32]([O:35][CH3:36])[cH:33][cH:34]2)=[O:39])[CH2:23][CH2:22][CH2:21]3)=[N:17]1. Reaction SMILES: C(C1N=C(N2CC[C@H](O)C2)C2C(=NN(CC3C(C)=NON=3)N=2)N=1)(C)(C)C.[C:27]([C:31]1[N:32]=[C:33]([N:40]2[CH2:44][CH2:43][C@H:42]([O:45]C(=O)C(F)(F)F)[CH2:41]2)[C:34]2[N:39]=[N:38][NH:37][C:35]=2[N:36]=1)([CH3:30])([CH3:29])[CH3:28].Br[CH2:53][C:54]1[CH:59]=[CH:58][CH:57]=[CH:56][C:55]=1[C:60]([F:63])([F:62])[F:61]>>[C:27]([C:31]1[N:32]=[C:33]([N:40]2[CH2:44][CH2:43][C@H:42]([OH:45])[CH2:41]2)[C:34]2[C:35](=[N:37][N:38]([CH2:53][C:54]3[CH:59]=[CH:58][CH:57]=[CH:56][C:55]=3[C:60]([F:61])([F:62])[F:63])[N:39]=2)[N:36]=1)([CH3:29])([CH3:30])[CH3:28]. Reactants: C(C)(C)(C)C=1N=C(C=2C(N1)=NN(N2)CC2=NON=C2C)N2C[C@H](CC2)O ((S)-1-[5-tert-Butyl-2-(4-methyl-furazan-3-ylmethyl)-2H-[1,2,3]triazolo[4,5-d]pyrimidin-7-yl]-pyrrolidin-3-ol), C(C)(C)(C)C=1N=C(C2=C(N1)NN=N2)N2C[C@H](CC2)OC(C(F)(F)F)=O (Trifluoro-acetic acid (S)-1-(5-tert-butyl-3H-[1,2,3]triazolo[4,5-d]pyrimidin-7-yl)-pyrrolidin-3-yl-ester), BrCC1=C(C=CC=C1)C(F)(F)F (1-(bromomethyl)-2-(trifluoromethyl)benzene). Procedure details: In analogy to the procedure described for the synthesis of (S)-1-[5-tert-Butyl-2-(4-methyl-furazan-3-ylmethyl)-2H-[1,2,3]triazolo[4,5-d]pyrimidin-7-yl]-pyrrolidin-3-ol (example 73), the title compound was prepared from Trifluoro-acetic acid (S)-1-(5-tert-butyl-3H-[1,2,3]triazolo[4,5-d]pyrimidin-7-yl)-pyrrolidin-3-yl-ester and 1-(bromomethyl)-2-(trifluoromethyl)benzene and isolated as light yellow gum. MS (m/e): 421.3 (MH+). Product: C(C)(C)(C)C=1N=C(C=2C(N1)=NN(N2)CC2=C(C=CC=C2)C(F)(F)F)N2C[C@H](CC2)O ((S)-1-[5-tert-Butyl-2-(2-trifluoromethyl-benzyl)-2H-[1,2,3]triazolo[4,5-d]pyrimidin-7-yl]-pyrrolidin-3-ol). Isolated yield 20.3%. Procedure: A solution of 4-[3,4-diamino-2-(2,4-difluorophenoxyl)phenyl]-6-methyl-2-{[2-(trimethylsilyl)ethoxy]methyl}-2,6-dihydro-7H-pyrazolo[3,4-c]pyridin-7-one (103 mg, 0.200 mmol) in acetic acid (0.40 mL) was treated with water (1.0 mL) followed by sodium nitrite (69.0 mg, 1.00 mmol) and stirred at 20° C. for 30 min. The reaction mixture was diluted with ethyl acetate and water. The organic layer was separated, washed with saturated sodium bicarbonate (2×) and brine, dried with magnesium sulfate, filter... Reactants: NC=1C(=C(C=CC1N)C=1C=2C(C(N(C1)C)=O)=NN(C2)COCC[Si](C)(C)C)OC2=C(C=C(C=C2)F)F (4-[3,4-diamino-2-(2,4-difluorophenoxyl)phenyl]-6-methyl-2-{[2-(trimethylsilyl)ethoxy]methyl}-2,6-dihydro-7H-pyrazolo[3,4-c]pyridin-7-one), N(=O)[O-].[Na+] (sodium nitrite). Conditions: temperature 20 celsius, time 30 minute. Run in C(C)(=O)O (acetic acid), O (water), C(C)(=O)OCC (ethyl acetate), O (water). As a reaction SMILES: [NH2:1][C:2]1[C:3]([O:28][C:29]2[CH:34]=[CH:33][C:32]([F:35])=[CH:31][C:30]=2[F:36])=[C:4]([C:9]2[C:10]3[C:11](=[N:17][N:18](COCC[Si](C)(C)C)[CH:19]=3)[C:12](=[O:16])[N:13]([CH3:15])[CH:14]=2)[CH:5]=[CH:6][C:7]=1[NH2:8].[N:37]([O-])=O.[Na+]>C(O)(=O)C.C(OCC)(=O)C.O>[F:36][C:30]1[CH:31]=[C:32]([F:35])[CH:33]=[CH:34][C:29]=1[O:28][C:3]1[C:2]2[N:1]=[N:37][NH:8][C:7]=2[CH:6]=[CH:5][C:4]=1[C:9]1[C:10]2[CH:19]=[N:18][NH:17][C:11]=2[C:12](=[O:16])[N:13]([CH3:15])[CH:14]=1 |f:1.2|. The product is FC1=C(OC2=C(C=CC=3NN=NC32)C=3C2=C(C(N(C3)C)=O)NN=C2)C=CC(=C1)F (4-[4-(2,4-Difluorophenoxy)-1H-1,2,3-benzotriazol-5-yl]-6-methyl-1,6-dihydro-7H-pyrazolo[3,4-c]pyridin-7-one).